This data is from the Open Reaction Database (ORD), a public repository of structured organic reaction records. The task is: describe an organic reaction: reactants, conditions, products, and yield Starting materials: OC1=CC=CC=2NN=NC21 (hydroxybenzotriazole), F[B-](F)(F)F.N1(N=NC2=C1C=CC=C2)OC(=[N+](C)C)N(C)C (2-(1H-benzotriazol-1-yl)-1,1,3,3-tetramethyluronium tetrafluoroborate), C(C)(C)N(CC)C(C)C (diisopropylethylamine), O1CCN(CC1)CCN (2-morpholino-1-ethylamine), C1CSSC1CCCCC(=O)O (thioctic acid). Run in O1CCCC1 (tetrahydrofuran). Conditions: time 20 hour. The product is S1SC(CC1)CCCCC(=O)NCCN1CCOCC1 (5-(1,2-Dithiolan-3-yl) N-[2-(4-morpholinyl)ethyl]pentanamide). Yield: 88.0%. Reaction SMILES: OC1C2N=NNC=2C=CC=1.F[B-](F)(F)F.N1(OC(N(C)C)=[N+](C)C)C2C=CC=CC=2N=N1.C(N(C(C)C)CC)(C)C.[O:42]1[CH2:47][CH2:46][N:45]([CH2:48][CH2:49][NH2:50])[CH2:44][CH2:43]1.[CH2:51]1[CH:55]([CH2:56][CH2:57][CH2:58][CH2:59][C:60](O)=[O:61])[S:54][S:53][CH2:52]1>O1CCCC1>[S:53]1[CH2:52][CH2:51][CH:55]([CH2:56][CH2:57][CH2:58][CH2:59][C:60]([NH:50][CH2:49][CH2:48][N:45]2[CH2:46][CH2:47][O:42][CH2:43][CH2:44]2)=[O:61])[S:54]1 |f:1.2|. Procedure details: 4.5 g of hydroxybenzotriazole, 10.5 g of 2-(1H-benzotriazol-1-yl)-1,1,3,3-tetramethyluronium tetrafluoroborate, 7.8 g of diisopropylethylamine and 3.9 g of 2-morpholino-1-ethylamine are added at room temperature to a solution of 6.2 g of thioctic acid in 180 ml of tetrahydrofuran. After 20 hours, the reaction mixture is concentrated under reduced pressure. The residue is taken up in ethyl acetate, washed and then dried over Na2SO4. Concentration under reduced pressure yields 8.4 g of the expecte... Reactants: CO, ClCCl, ClCCl, Cc1cc(N)nc(C)n1, O, Cc1cc(C)c(S(=O)(=O)ON)c(C)c1, Cc1cc(C)c(S(=O)(=O)[O-])c(C)c1. Yields the product Cc1cc(N)nc(C)[n+]1N, Cc1cc(C)c(S(=O)(=O)[O-])c(C)c1. As a reaction SMILES: [CH3:44][OH:45].[Cl:38][CH2:39][Cl:40].[Cl:41][CH2:42][Cl:43].[NH2:16][c:17]1[n:18][c:19]([CH3:24])[n:20][c:21]([CH3:23])[cH:22]1.[OH2:15].[c:1]1([CH3:14])[c:2]([S:9](=[O:10])(=[O:11])[O:12][NH2:13])[c:3]([CH3:8])[cH:4][c:5]([CH3:7])[cH:6]1.[c:25]1([CH3:26])[cH:27][c:28]([CH3:29])[cH:30][c:31]([CH3:32])[c:33]1[S:34]([O-:35])(=[O:36])=[O:37]>>[NH2:13][n+:20]1[c:19]([CH3:24])[n:18][c:17]([NH2:16])[cH:22][c:21]1[CH3:23].[c:1]1([CH3:14])[c:2]([S:9](=[O:10])(=[O:11])[O-:12])[c:3]([CH3:8])[cH:4][c:5]([CH3:7])[cH:6]1. Reactants: FC=1C=C2C(N(C(NC2=CC1[N+](=O)[O-])=O)NS(=O)(=O)C)=O (N-(6-fluoro-7-nitro-2,4-dioxo-1,4-dihydro-2H-quinazolin-3-yl)-methanesulfonamide), C1(=CC=CC=C1)C=1N=CNC1 (4-phenyl-1H-imidazole), CS(=O)C (DMSO), C(C)(=O)OCC (ethyl acetate). Solvent: O (water). Reaction conditions: temperature 120 celsius. Yields the product [N+](=O)([O-])C1=C(C=C2C(N(C(NC2=C1)=O)NS(=O)(=O)C)=O)N1C=NC(=C1)C1=CC=CC=C1 (N-[7-Nitro-2,4-dioxo-6-(4-phenyl-imidazol-1-yl)-1,4-dihydro-2H-quinazolin-3-yl]-methanesulfonamide). The yield is 76.8%. Reaction SMILES: F[C:2]1[CH:3]=[C:4]2[C:9](=[CH:10][C:11]=1[N+:12]([O-:14])=[O:13])[NH:8][C:7](=[O:15])[N:6]([NH:16][S:17]([CH3:20])(=[O:19])=[O:18])[C:5]2=[O:21].[C:22]1([C:28]2[N:29]=[CH:30][NH:31][CH:32]=2)[CH:27]=[CH:26][CH:25]=[CH:24][CH:23]=1.CS(C)=O.C(OCC)(=O)C>O>[N+:12]([C:11]1[CH:10]=[C:9]2[C:4]([C:5](=[O:21])[N:6]([NH:16][S:17]([CH3:20])(=[O:19])=[O:18])[C:7](=[O:15])[NH:8]2)=[CH:3][C:2]=1[N:31]1[CH:32]=[C:28]([C:22]2[CH:27]=[CH:26][CH:25]=[CH:24][CH:23]=2)[N:29]=[CH:30]1)([O-:14])=[O:13]. Procedure details: A mixture of 50 mg (0.156 mmol) of N-(6-fluoro-7-nitro-2,4-dioxo-1,4-dihydro-2H-quinazolin-3-yl)-methanesulfonamide, 139 mg (0.936 mmol) of 4-phenyl-1H-imidazole and 0.25 ml of DMSO is heated to 120° C. for 3.5 hours. After cooling to room temperature, the reaction mixture is distributed between ethyl acetate and water, the organic phase is separated, washed with water and brine, dried over sodium sulfate, filtered and evaporated. The residue is chromatographed on silica gel using tetrahydrofura...